describe an organic reaction: reactants, conditions, products, and yield From a dataset of the Open Reaction Database (ORD), a public repository of structured organic reaction records. The product is CS(=O)(=NC(=O)c1cc(Br)cnc1N)c1ccccc1. Reaction SMILES: [CH3:21][S:22](=[O:23])(=[NH:24])[c:25]1[cH:26][cH:27][cH:28][cH:29][cH:30]1.[CH3:36][CH2:37][O:38][C:39]([CH3:40])=[O:41].[CH:12]([N:13]([CH2:14][CH3:15])[CH:16]([CH3:17])[CH3:18])([CH3:19])[CH3:20].[NH2:1][c:2]1[c:3]([C:4](=[O:5])[OH:6])[cH:7][c:8]([Br:11])[cH:9][n:10]1.[O:31]=[CH:32][N:33]([CH3:34])[CH3:35]>>[NH2:1][c:2]1[c:3]([C:4](=[O:6])[N:24]=[S:22]([CH3:21])(=[O:23])[c:25]2[cH:26][cH:27][cH:28][cH:29][cH:30]2)[cH:7][c:8]([Br:11])[cH:9][n:10]1. The reactants are CS(=N)(=O)c1ccccc1, CCOC(C)=O, CCN(C(C)C)C(C)C, Nc1ncc(Br)cc1C(=O)O, CN(C)C=O. Reactants: CN1C(C(=CC2=CC=CC=C12)CNCC(C1CCOCC1)C1=CC=CC=C1)=O (1-methyl-3-({[2-phenyl-2-(tetrahydro-2H-pyran-4-yl)ethyl]amino}methyl)quinolin-2(1H)-one), CCN(C(C)C)C(C)C (DIEA), C1(CCCCC1)C(=O)Cl (cyclohexanecarbonyl chloride). Solvent: C(Cl)Cl (CH2Cl2). Run at time 1 hour. Product: CN1C(C(=CC2=CC=CC=C12)CN(C(=O)C1CCCCC1)CC(C1CCOCC1)C1=CC=CC=C1)=O (N-[(1-methyl-2-oxo-1,2-dihydroquinolin-3-yl)methyl]-N-[2-phenyl-2-(tetrahydro-2H-pyran-4-yl)ethyl]cyclohexanecarboxamide). As a reaction SMILES: [CH3:1][N:2]1[C:11]2[C:6](=[CH:7][CH:8]=[CH:9][CH:10]=2)[CH:5]=[C:4]([CH2:12][NH:13][CH2:14][CH:15]([C:22]2[CH:27]=[CH:26][CH:25]=[CH:24][CH:23]=2)[CH:16]2[CH2:21][CH2:20][O:19][CH2:18][CH2:17]2)[C:3]1=[O:28].CCN(C(C)C)C(C)C.[CH:38]1([C:44](Cl)=[O:45])[CH2:43][CH2:42][CH2:41][CH2:40][CH2:39]1>C(Cl)Cl>[CH3:1][N:2]1[C:11]2[C:6](=[CH:7][CH:8]=[CH:9][CH:10]=2)[CH:5]=[C:4]([CH2:12][N:13]([CH2:14][CH:15]([C:22]2[CH:23]=[CH:24][CH:25]=[CH:26][CH:27]=2)[CH:16]2[CH2:21][CH2:20][O:19][CH2:18][CH2:17]2)[C:44]([CH:38]2[CH2:43][CH2:42][CH2:41][CH2:40][CH2:39]2)=[O:45])[C:3]1=[O:28]. Procedure: To 1-methyl-3-({[2-phenyl-2-(tetrahydro-2H-pyran-4-yl)ethyl]amino}methyl)quinolin-2(1H)-one (46.5 mg, 0.124 mmol) in CH2Cl2 (3 ml) and added DIEA (0.043 ml, 0.247 mmol) then cyclohexanecarbonyl chloride (0.018 ml, 0.136 mmol). The reaction was stirred for 1 hour and then concentrated in vacuo. Purified by reversed-phase chromatography (15-75% ACN in water (with 0.5 ml/l NH4OH), 20×100 mm Phenomenex Gemini C18 column). Desired fractions were concentrated in vacuo. HRMS [M+H]1+ 487.2962. 400 MHz 1... Starting materials: CC(=O)C.OS(=O)(=O)O.O=[Cr](=O)=O (Jones reagent), O[C@H]1C[C@@H]2CC[C@H]3[C@@H]4CC[C@@H]([C@@]4(C)CC([C@@H]3[C@]2(CC1)C)=O)C(=O)OCCCN1CCOCC1 (3α-hydroxy-17β(3'-morpholinopropoxycarbonyl)-5α-androstan-11-one). Solvent: CC(=O)C (acetone), C(Cl)(Cl)Cl (chloroform). Reaction conditions: time 20 minute. The product is O1CCN(CC1)CCCOC(=O)[C@@H]1[C@]2(C)[C@@H](CC1)[C@@H]1CC[C@H]3CC(CC[C@]3(C)[C@H]1C(C2)=O)=O (17β(3'-Morpholinopropoxycarbonyl)-5α-androstane-3,11-dione). Reaction SMILES: CC(C)=O.OS(O)(=O)=O.O=[Cr](=O)=O.[OH:14][C@@H:15]1[CH2:32][CH2:31][C@@:30]2([CH3:33])[C@@H:17]([CH2:18][CH2:19][C@@H:20]3[C@@H:29]2[C:28](=[O:34])[CH2:27][C@@:25]2([CH3:26])[C@H:21]3[CH2:22][CH2:23][C@@H:24]2[C:35]([O:37][CH2:38][CH2:39][CH2:40][N:41]2[CH2:46][CH2:45][O:44][CH2:43][CH2:42]2)=[O:36])[CH2:16]1>CC(C)=O.C(Cl)(Cl)Cl>[O:44]1[CH2:43][CH2:42][N:41]([CH2:40][CH2:39][CH2:38][O:37][C:35]([C@H:24]2[CH2:23][CH2:22][C@H:21]3[C@H:20]4[C@H:29]([C:28](=[O:34])[CH2:27][C@:25]23[CH3:26])[C@:30]2([CH3:33])[C@H:17]([CH2:16][C:15](=[O:14])[CH2:32][CH2:31]2)[CH2:18][CH2:19]4)=[O:36])[CH2:46][CH2:45]1 |f:0.1.2|. Reported procedure: Jones reagent (0.4 ml.) was added to a solution of 3α-hydroxy-17β(3'-morpholinopropoxycarbonyl)-5α-androstan-11-one (325 mg.) in acetone (5 ml.). After stirring (20 min.) the reaction mixture was diluted with chloroform and washed with aqueous 10% sodium bicarbonate and water. The chloroform solution was dried, filtered and evaporated to give a gum (238 mg.) which, after purification by preparative thick layer chromatography, afforded the pure title compound; νmax.CHBr3 1703 (-C=O) and 1720 cm-1... The reactants are C(C1=CC=CC=C1)C1NC(OC1)=O (4-benzyloxazolidin-2-on), C(C1=CC=CC=C1)[C@H]1N(C(OC1)=O)C(=O)C1C(C1)C1=CC(=C(C=C1)OCC1=CC=CC=C1)Cl ((R)-4-benzyl-3-[2-(4-benzyloxy-3-chloro-phenyl)-cyclopropane carbonyl]-oxazolidin-2-on). The product is mixture, C(C1=CC=CC=C1)OC1=C(C=C(C=C1)C1C(C1)C(=O)O)Cl (2-(4-benzyloxy-3-chloro-phenyl)-cyclopropane carboxylic acid). RXN SMILES: C([C@@H]1COC(=O)N1[C:14]([CH:16]1[CH2:18][CH:17]1[C:19]1[CH:24]=[CH:23][C:22]([O:25][CH2:26][C:27]2[CH:32]=[CH:31][CH:30]=[CH:29][CH:28]=2)=[C:21]([Cl:33])[CH:20]=1)=[O:15])C1C=CC=CC=1.C(C1C[O:44]C(=O)N1)C1C=CC=CC=1>>[CH2:26]([O:25][C:22]1[CH:23]=[CH:24][C:19]([CH:17]2[CH2:18][CH:16]2[C:14]([OH:15])=[O:44])=[CH:20][C:21]=1[Cl:33])[C:27]1[CH:32]=[CH:31][CH:30]=[CH:29][CH:28]=1. Procedure: (R)-4-benzyl-3-[2-(4-benzyloxy-3-chloro-phenyl)-cyclopropanecarbonyl]-oxazolidin-2-on (918 mg, 1.98 mmol) obtained in Step C was reacted in the same manner as in Step A of Preparation Example 59 to obtain the mixture (650 mg) of the title compound and 4-benzyloxazolidin-2-on. The reactants are CC(C)(C)OC(=O)N1CCCC1C(=O)O, NCCCc1ccccc1. Yields the product CC(C)(C)OC(=O)N1CCCC1C(=O)NCCCc1ccccc1. Reaction SMILES: [C:1]([CH3:2])([CH3:3])([CH3:4])[O:5][C:6](=[O:7])[N:8]1[CH:9]([C:10](=[O:11])[OH:12])[CH2:13][CH2:14][CH2:15]1.[c:16]1([CH2:22][CH2:23][CH2:24][NH2:25])[cH:17][cH:18][cH:19][cH:20][cH:21]1>>[C:1]([CH3:2])([CH3:3])([CH3:4])[O:5][C:6](=[O:7])[N:8]1[CH:9]([C:10](=[O:12])[NH:25][CH2:24][CH2:23][CH2:22][c:16]2[cH:17][cH:18][cH:19][cH:20][cH:21]2)[CH2:13][CH2:14][CH2:15]1.